Dataset: the Open Reaction Database (ORD), a public repository of structured organic reaction records. Task: describe an organic reaction: reactants, conditions, products, and yield The reactants are CCOC(=O)c1ccc(NC(=O)N2CCC(CNCC(O)COc3ccc(OCc4ccccc4)cc3)CC2)cc1, CO, O=C[O-], [NH4+]. The product is CCOC(=O)c1ccc(NC(=O)N2CCC(CNCC(O)COc3ccc(O)cc3)CC2)cc1. RXN SMILES: [CH2:1]([CH3:2])[O:3][C:4]([c:5]1[cH:6][cH:7][c:8]([NH:11][C:12](=[O:13])[N:14]2[CH2:15][CH2:16][CH:17]([CH2:20][NH:21][CH2:22][CH:23]([CH2:24][O:25][c:26]3[cH:27][cH:28][c:29]([O:32][CH2:33][c:34]4[cH:35][cH:36][cH:37][cH:38][cH:39]4)[cH:30][cH:31]3)[OH:40])[CH2:18][CH2:19]2)[cH:9][cH:10]1)=[O:41].[CH3:46][OH:47].[CH:42]([O-:43])=[O:44].[NH4+:45]>>[CH2:1]([CH3:2])[O:3][C:4]([c:5]1[cH:6][cH:7][c:8]([NH:11][C:12](=[O:13])[N:14]2[CH2:15][CH2:16][CH:17]([CH2:20][NH:21][CH2:22][CH:23]([CH2:24][O:25][c:26]3[cH:27][cH:28][c:29]([OH:32])[cH:30][cH:31]3)[OH:40])[CH2:18][CH2:19]2)[cH:9][cH:10]1)=[O:41].